Dataset: the Open Reaction Database (ORD), a public repository of structured organic reaction records. Task: describe an organic reaction: reactants, conditions, products, and yield Starting materials: BrC=1C=C(C=CC1)[C@H](C)NC(=O)C=1C=C2C(=C(N(C2=CC1)CC1=CC=C(C=C1)C=1C(=CC=CC1)C(=O)OC(C)(C)C)C)C ((S)-tert-butyl 4′-((5-((1-(3-bromophenyl)ethyl)carbamoyl)-2,3-dimethyl-1H-indol-1-yl)methyl)-[1,1′-biphenyl]-2-carboxylate), C(=O)([O-])[O-].[K+].[K+] (K2CO3), C(=C)(C)B1OC(C)(C)C(C)(C)O1 (isopropenylboronic acid pinacol ester). The reagents and catalysts are C=1C=CC(=CC1)[P](C=2C=CC=CC2)(C=3C=CC=CC3)[Pd]([P](C=4C=CC=CC4)(C=5C=CC=CC5)C=6C=CC=CC6)([P](C=7C=CC=CC7)(C=8C=CC=CC8)C=9C=CC=CC9)[P](C=1C=CC=CC1)(C=1C=CC=CC1)C=1C=CC=CC1 (Pd(PPh3)4). Run in C(C)(=O)OCC (ethyl acetate), O1CCOCC1.O (dioxane water). Conditions: temperature 100 celsius. Product: CC=1N(C2=CC=C(C=C2C1C)C(N[C@@H](C)C1=CC(=CC=C1)C(=C)C)=O)CC1=CC=C(C=C1)C=1C(=CC=CC1)C(=O)OC(C)(C)C ((S)-tert-butyl 4′-((2,3-dimethyl-5-((1-(3-(prop-1-en-2-yl)phenyl)ethyl)carbamoyl)-1H-indol-1-yl)methyl)-[1,1′-biphenyl]-2-carboxylate). As a reaction SMILES: Br[C:2]1[CH:3]=[C:4]([C@@H:8]([NH:10][C:11]([C:13]2[CH:14]=[C:15]3[C:19](=[CH:20][CH:21]=2)[N:18]([CH2:22][C:23]2[CH:28]=[CH:27][C:26]([C:29]4[C:30]([C:35]([O:37][C:38]([CH3:41])([CH3:40])[CH3:39])=[O:36])=[CH:31][CH:32]=[CH:33][CH:34]=4)=[CH:25][CH:24]=2)[C:17]([CH3:42])=[C:16]3[CH3:43])=[O:12])[CH3:9])[CH:5]=[CH:6][CH:7]=1.C([O-])([O-])=O.[K+].[K+].[C:50](B1OC(C)(C)C(C)(C)O1)([CH3:52])=[CH2:51]>O1CCOCC1.O.C(OCC)(=O)C.C1C=CC([P]([Pd]([P](C2C=CC=CC=2)(C2C=CC=CC=2)C2C=CC=CC=2)([P](C2C=CC=CC=2)(C2C=CC=CC=2)C2C=CC=CC=2)[P](C2C=CC=CC=2)(C2C=CC=CC=2)C2C=CC=CC=2)(C2C=CC=CC=2)C2C=CC=CC=2)=CC=1>[CH3:42][C:17]1[N:18]([CH2:22][C:23]2[CH:28]=[CH:27][C:26]([C:29]3[C:30]([C:35]([O:37][C:38]([CH3:41])([CH3:40])[CH3:39])=[O:36])=[CH:31][CH:32]=[CH:33][CH:34]=3)=[CH:25][CH:24]=2)[C:19]2[C:15]([C:16]=1[CH3:43])=[CH:14][C:13]([C:11](=[O:12])[NH:10][C@H:8]([C:4]1[CH:5]=[CH:6][CH:7]=[C:2]([C:50]([CH3:52])=[CH2:51])[CH:3]=1)[CH3:9])=[CH:21][CH:20]=2 |f:1.2.3,5.6,^1:78,80,99,118|. Reported procedure: A solution of (S)-tert-butyl 4′-((5-((1-(3-bromophenyl)ethyl)carbamoyl)-2,3-dimethyl-1H-indol-1-yl)methyl)-[1,1′-biphenyl]-2-carboxylate (83 mg, 0.13 mmol, 1 equiv.), K2CO3 (36 mg, 0.26 mmol, 2 equiv.) and Pd(PPh3)4 (15 mg, 0.013 mmol, 0.1 equiv.) in dioxane/water (1.2 mL/0.3 mL) was degassed with argon. The isopropenylboronic acid pinacol ester (49 μL, 0.26 mmol, 2 equiv.) was added and the solution was heated at 100° C. for 1 h under microwave irradiation. The resulting solution was diluted wi... Starting materials: [Ti](Cl)(Cl)(Cl)Cl (titanium tetrachloride), ClC(Cl)[SiH2]C1(C=CC=C1)[Si](C)(C)C (1-dichloromethylsilyl-1-trimethylsilyl cyclopentadiene). Reaction conditions: time 2 day. Product: [Cl-].[Cl-].[Cl-].ClC(Cl)[SiH2]C1(C=CC=C1)[Ti+3] ((1-dichloromethylsilyl cyclopentadienyl) titanium trichloride). Yield: 50.0%. As a reaction SMILES: [Ti:1](Cl)(Cl)(Cl)[Cl:2].[Cl:6][CH:7]([SiH2:9][C:10]1([Si](C)(C)C)[CH:14]=[CH:13][CH:12]=[CH:11]1)[Cl:8]>>[Cl-:2].[Cl-:6].[Cl-:2].[Cl:6][CH:7]([SiH2:9][C:10]1([Ti+3:1])[CH:14]=[CH:13][CH:12]=[CH:11]1)[Cl:8] |f:2.3.4.5|. Procedure details: To a solution of 2.3 g (12.1 mmol) of titanium tetrachloride in dichlomethane, 3 g (12.1 mmol) of 1-dichloromethylsilyl-1-trimethylsilyl cyclopentadiene is added dropwise at 25° C. The reaction is stirred for two days at room temperature. The solvent is evaporated to dryness and the residue is extracted with hexane. When the hexane solution is concentrated, a yellow solid corresponding to (1-dichloromethylsilyl cyclopentadienyl) titanium trichloride is obtained (2 g, 6 mmol, yield: 50%). 1H-NMR ... Reactants: Cl[Sn]Cl (SnCl2), [N+](=O)([O-])C1=C(C=C(C(=C1)Cl)Cl)C1=C(C=C(C(=C1)Cl)Cl)Cl (2-Nitro-2',4,4',5,5'-pentachlorobiphenyl), [OH-].[Na+] (NaOH), ice. Run in Cl (HCl), C(C)(=O)O (acetic acid). Run at temperature 100 celsius. Product: NC1=C(C=C(C(=C1)Cl)Cl)C1=C(C=C(C(=C1)Cl)Cl)Cl (2-Amino-2',4,4',5,5'-pentachlorobiphenyl). Reaction SMILES: [N+:1]([C:4]1[CH:9]=[C:8]([Cl:10])[C:7]([Cl:11])=[CH:6][C:5]=1[C:12]1[CH:17]=[C:16]([Cl:18])[C:15]([Cl:19])=[CH:14][C:13]=1[Cl:20])([O-])=O.Cl[Sn]Cl.[OH-].[Na+]>C(O)(=O)C.Cl>[NH2:1][C:4]1[CH:9]=[C:8]([Cl:10])[C:7]([Cl:11])=[CH:6][C:5]=1[C:12]1[CH:17]=[C:16]([Cl:18])[C:15]([Cl:19])=[CH:14][C:13]=1[Cl:20] |f:2.3|. Procedure: 2-Amino-2',4,4',5,5'-pentachlorobiphenyl was prepared from 2-Nitro-2',4,4',5,5'-pentachlorobiphenyl (2.5 g, 6.8 mmol) by dissolving the compound in acetic acid (60 mL) heated to 100° C. and adding a solution of SnCl2 (6 g) in concentrated HCl (30 mL). The temperature was raised to reflux for 3 h, then the reaction mixture was allowed to cool to ambient temperature, whereupon it was poured into ice (100 g). The pH of the solution was adjusted to 9 with NaOH and then extracted with methylene chlor... RXN SMILES: [CH2:24]1[CH2:25][CH2:26][CH2:27][CH2:28][CH2:29]1.[CH3:20][CH:21]([CH3:22])[NH2:23].[N+:1]([O-:2])(=[O:3])[c:4]1[cH:5][cH:6][cH:7][c:8]2[c:17]1[C:16](=[O:18])[c:15]1[c:10]([cH:11][cH:12][cH:13][cH:14]1)[C:9]2=[O:19]>>[NH:1]([c:4]1[cH:5][cH:6][cH:7][c:8]2[c:17]1[C:16](=[O:18])[c:15]1[c:10]([cH:11][cH:12][cH:13][cH:14]1)[C:9]2=[O:19])[CH:21]([CH3:20])[CH3:22]. Starting materials: C1CCCCC1, CC(C)N, O=C1c2ccccc2C(=O)c2c1cccc2[N+](=O)[O-]. Product: CC(C)Nc1cccc2c1C(=O)c1ccccc1C2=O. The reactants are C(CC)OC=1C=C2C(=CN(C2=CC1)[Si](C(C)C)(C(C)C)C(C)C)CCN1C(C2=CC=CC=C2C1=O)=O (2-(2-(5-propoxy-1-triisopropylsilanyl-1H-indol-3-yl)ethyl)isoindole-1,3-dione). Run in CCO (EtOH), O.NN (hydrazine hydrate). Product: C(CC)OC1=CC=C2N(C=C(CCN)C2=C1)[Si](C(C)C)(C(C)C)C(C)C (5-Propoxy-1-triisopropylsilanyltryptamine). As a reaction SMILES: [CH2:1]([O:4][C:5]1[CH:6]=[C:7]2[C:11](=[CH:12][CH:13]=1)[N:10]([Si:14]([CH:21]([CH3:23])[CH3:22])([CH:18]([CH3:20])[CH3:19])[CH:15]([CH3:17])[CH3:16])[CH:9]=[C:8]2[CH2:24][CH2:25][N:26]1C(=O)C2C(=CC=CC=2)C1=O)[CH2:2][CH3:3]>CCO.O.NN>[CH2:1]([O:4][C:5]1[CH:6]=[C:7]2[C:11]([N:10]([Si:14]([CH:21]([CH3:22])[CH3:23])([CH:18]([CH3:20])[CH3:19])[CH:15]([CH3:16])[CH3:17])[CH:9]=[C:8]2[CH2:24][CH2:25][NH2:26])=[CH:12][CH:13]=1)[CH2:2][CH3:3] |f:2.3|. Procedure: Combine 2-(2-(5-propoxy-1-triisopropylsilanyl-1H-indol-3-yl)ethyl)isoindole-1,3-dione (416 mg, 0.8 mmol) in 20 mL EtOH and 1 mL hydrazine hydrate. Reflux for 3 hours, filter through celite and concentrate to residue. Dissolve the residue in 10 mL MeOH and load onto a 12 g SCX ion exchange cartridge and rinse sequentially with MeOH, DMP, then MeOH. Elute the product with 2 M NH3 in MeOH to give the title compound as an oil: ISMS 375 (M+1); 1H NMR (CDCl3) 7.34–7.32 (d, 1H), 7.02 (s, 1H), 7.00–6.99... Starting materials: C1CCOC1 (THF), ClC1=C(SC=C1C)C1(CCCC1)C(=O)Cl (1-(3-chloro-4-methyl-2-thienyl)cyclopentanecarbonyl chloride), C1CCOC1 (THF), O.NN (hydrazine monohydrate), C(O)([O-])=O.[Na+] (sodium hydrogen carbonate). Run in C(Cl)(Cl)Cl (chloroform). Run at temperature 0 celsius, time 3 hour. The product is ClC1=C(SC=C1C)C1(CCCC1)C(=O)NN (1-(3-chloro-4-methyl-2-thienyl)cyclopentanecarbohydrazide). RXN SMILES: C1COCC1.[Cl:6][C:7]1[C:11]([CH3:12])=[CH:10][S:9][C:8]=1[C:13]1([C:18](Cl)=[O:19])[CH2:17][CH2:16][CH2:15][CH2:14]1.O.[NH2:22][NH2:23].C(=O)([O-])O.[Na+]>C(Cl)(Cl)Cl>[Cl:6][C:7]1[C:11]([CH3:12])=[CH:10][S:9][C:8]=1[C:13]1([C:18]([NH:22][NH2:23])=[O:19])[CH2:17][CH2:16][CH2:15][CH2:14]1 |f:2.3,4.5|. Procedure: DMF (a catalytic amount) was added to a thionyl chloride (15 ml) solution of 1-(3-chloro-4-methyl-2-thienyl)cyclopentanecarboxylic acid (1.59 g), followed by stirring at 75° C. for 30 minutes. The reaction solution was subjected to evaporation under reduced pressure to obtain 1-(3-chloro-4-methyl-2-thienyl)cyclopentanecarbonyl chloride. A THF (20 ml) solution of 1-(3-chloro-4-methyl-2-thienyl)cyclopentanecarbonyl chloride was added dropwise to a THF (20 ml) solution of hydrazine monohydrate (12.... Reactants: ClC=1N=C(C2=C(N1)OC[C@H](O2)C)N2CCOCC2 ((R)-2-chloro-6-methyl-4-morpholin-4-yl-6,7-dihydro-[1,4]dioxino[2,3-d]pyrimidine), CC1(OB(OC1(C)C)C=1C=NC(=NC1)N)C (5-(4,4,5,5-tetramethyl-[1,3,2]dioxaborolan-2-yl)-pyrimidin-2-ylamine), [O-]P(=O)([O-])[O-].[K+].[K+].[K+] (potassium phosphate tribasic). The reagents and catalysts are CC(=O)[O-].CC(=O)[O-].[Pd+2] (Pd(OAc)2). Solvent: C(CCC)O (n-butanol), O (water). Reaction conditions: temperature 100 celsius. Yields the product C[C@H]1OC2=C(N=C(N=C2N2CCOCC2)C=2C=NC(=NC2)N)OC1 (5-[(6R)-6-methyl-4-morpholino-6,7-dihydro-[1,4]dioxino[2,3-d]pyrimidin-2-yl]pyrimidin-2-amine). The yield is 29.0%. As a reaction SMILES: Cl[C:2]1[N:3]=[C:4]([N:13]2[CH2:18][CH2:17][O:16][CH2:15][CH2:14]2)[C:5]2[O:11][C@H:10]([CH3:12])[CH2:9][O:8][C:6]=2[N:7]=1.CC1(C)C(C)(C)OB([C:27]2[CH:28]=[N:29][C:30]([NH2:33])=[N:31][CH:32]=2)O1.[O-]P([O-])([O-])=O.[K+].[K+].[K+]>C(O)CCC.O.CC([O-])=O.CC([O-])=O.[Pd+2]>[CH3:12][C@@H:10]1[CH2:9][O:8][C:6]2[N:7]=[C:2]([C:27]3[CH:28]=[N:29][C:30]([NH2:33])=[N:31][CH:32]=3)[N:3]=[C:4]([N:13]3[CH2:18][CH2:17][O:16][CH2:15][CH2:14]3)[C:5]=2[O:11]1 |f:2.3.4.5,8.9.10|. Procedure: A mixture of (R)-2-chloro-6-methyl-4-morpholin-4-yl-6,7-dihydro-[1,4]dioxino[2,3-d]pyrimidine (65 mg, 0.24 mmol), 5-(4,4,5,5-tetramethyl-[1,3,2]dioxaborolan-2-yl)-pyrimidin-2-ylamine (80 mg, 0.36 mmol), Pd(OAc)2 (1 mg, 10 mol %), (S)-phos (4.1, 20 mol %) and potassium phosphate tribasic (106 mg, 0.50 mmol) in n-butanol (2.25 mL) and water (0.25 mL) was degassed and then heated at 100° C. for 18 hours. The reaction mixture was diluted with water and extracted with ethyl acetate. The combined orga... Starting materials: BrC=1C=CC(=C(C#N)C1)F (5-Bromo-2-fluorobenzonitrile), C[Si](C)(C)C#C (Trimethylsilyl acetylene). Reagents/catalysts: Cl[Pd]([P](C1=CC=CC=C1)(C2=CC=CC=C2)C3=CC=CC=C3)([P](C4=CC=CC=C4)(C5=CC=CC=C5)C6=CC=CC=C6)Cl (dichlorobis(triphenylphosphine)palladium(II)), [Cu] (copper). Run in C(Cl)Cl (methylene chloride), C(C)N(CC)CC (triethylamine). Run at temperature 100 celsius. Product: FC1=C(C#N)C=C(C=C1)C#C[Si](C)(C)C (2-Fluoro-5-((trimethylsilyl)ethynyl)benzonitrile). As a reaction SMILES: Br[C:2]1[CH:3]=[CH:4][C:5]([F:10])=[C:6]([CH:9]=1)[C:7]#[N:8].[CH3:11][Si:12]([C:15]#[CH:16])([CH3:14])[CH3:13]>C(N(CC)CC)C.C(Cl)Cl.Cl[Pd](Cl)([P](C1C=CC=CC=1)(C1C=CC=CC=1)C1C=CC=CC=1)[P](C1C=CC=CC=1)(C1C=CC=CC=1)C1C=CC=CC=1.[Cu]>[F:10][C:5]1[CH:4]=[CH:3][C:2]([C:16]#[C:15][Si:12]([CH3:14])([CH3:13])[CH3:11])=[CH:9][C:6]=1[C:7]#[N:8] |^1:29,48|. Procedure details: 5-Bromo-2-fluorobenzonitrile (5.01 g, 25.0 mmol), dichlorobis(triphenylphosphine)palladium(II) (652 mg, 0.929 mmol), and copper (J) iodide (413 mg, 2.17 mmol) were combined in triethylamine (15 mL) under an atmosphere of nitrogen. Trimethylsilyl acetylene (4.2 mL, 29.7 mmol) was added and the mixture was heated to 100° C. The mixture solidified and was monitored by LC/MS. After completion, the mixture was diluted with methylene chloride and washed with 1 N HCl. The organic layer was absorbed on ...